This data is from the Open Reaction Database (ORD), a public repository of structured organic reaction records. The task is: describe an organic reaction: reactants, conditions, products, and yield Starting materials: ClC=CC[SiH2]C1=CC=CC=C1 ((chloro)vinylmethylphenylsilane), C1CO1.[Li] (lithium ethenoxide). Product: C(=C)OC=CC[SiH2]C1=CC=CC=C1 ((ethenyloxy)vinylmethylphenylsilane). Isolated yield 68.0%. As a reaction SMILES: Cl[CH:2]=[CH:3][CH2:4][SiH2:5][C:6]1[CH:11]=[CH:10][CH:9]=[CH:8][CH:7]=1.[CH2:12]1[O:14][CH2:13]1.[Li]>>[CH:13]([O:14][CH:2]=[CH:3][CH2:4][SiH2:5][C:6]1[CH:11]=[CH:10][CH:9]=[CH:8][CH:7]=1)=[CH2:12] |f:1.2,^1:14|. Procedure: Following the procedure of Example 21B, 98 mL (101.33 g, 0.555 mole) of (chloro)vinylmethylphenylsilane was added to the cooled lithium ethenoxide solution prepared in Part A. After work-up and distillation as described in Example 21B, there was obtained 65.21 g (68% yield) of (ethenyloxy)vinylmethylphenylsilane distilling at 78.8°/5.0° mm-80.0°/4.8 mm. The 1H NMR Spectrum (Cl3CD) exhibited resonances at δ=0.50 ppm (CH3 --Si), ~4.1 and 4.5 ppm (CH2 of vinyl on oxygen), a complicated multiline pa... The reactants are OC1=CC=C2C=CC=NC2=C1 (7-hydroxyquinoline), CN(C(=O)Cl)C1=CC=CC=C1 (N-methyl-N-phenylcarbamoyl chloride), crude product. Product: N1=CC=CC2=CC=C(C=C12)OC(N(C1=CC=CC=C1)C)=O (Methyl-phenyl-carbamic acid quinolin-7-yl ester). As a reaction SMILES: [OH:1][C:2]1[CH:11]=[C:10]2[C:5]([CH:6]=[CH:7][CH:8]=[N:9]2)=[CH:4][CH:3]=1.[CH3:12][N:13]([C:17]1[CH:22]=[CH:21][CH:20]=[CH:19][CH:18]=1)[C:14](Cl)=[O:15]>>[N:9]1[C:10]2[C:5](=[CH:4][CH:3]=[C:2]([O:1][C:14](=[O:15])[N:13]([CH3:12])[C:17]3[CH:22]=[CH:21][CH:20]=[CH:19][CH:18]=3)[CH:11]=2)[CH:6]=[CH:7][CH:8]=1. Reported procedure: The title product was prepared from 7-hydroxyquinoline and N-methyl-N-phenylcarbamoyl chloride. The crude product was subjected to preparative HPLC (28%, white solid). HPLC-MS: m/z=279.1 (M+1); Rt: 2.55 min.